From a dataset of the Open Reaction Database (ORD), a public repository of structured organic reaction records. describe an organic reaction: reactants, conditions, products, and yield RXN SMILES: [Cl:1][C:2]1[CH:7]=[CH:6][C:5]([CH3:8])=[C:4]([N+:9]([O-:11])=[O:10])[CH:3]=1.C[O:13]C(OC)N(C)C>CN(C=O)C.O>[Cl:1][C:2]1[CH:7]=[CH:6][C:5]([CH:8]=[O:13])=[C:4]([N+:9]([O-:11])=[O:10])[CH:3]=1. Procedure details: A solution of 4-chloro-2-nitrotoluene (514.8 mg, 3.000 mmol) and dimethylformamide dimethylacetal (1.200 ml, 1074 mg, 9.000 mmol) in DMF (1.2 ml) was heated at 135° C. in a sealed tube for 15 h. The reaction mixture was cooled to rt and added dropwise to a 20° C. solution of NaIO4 (1926 mg, 9.000 mmol) in water (6.18 ml) and DMF (3.09 ml). After 3 h, the mixture was treated with water (20 ml) and extracted with EtOAc (3×15 ml). The extracts were washed with water (3×15 ml) and brine (15 ml), and... Solvent: O (water), CN(C)C=O (DMF), O (water), CN(C)C=O (DMF). Starting materials: ClC1=CC(=C(C=C1)C)[N+](=O)[O-] (4-chloro-2-nitrotoluene), COC(N(C)C)OC (dimethylformamide dimethylacetal), NaIO4. Product: ClC1=CC(=C(C=O)C=C1)[N+](=O)[O-] (4-chloro-2-nitrobenzaldehyde). Reaction conditions: time 3 hour. Reported procedure: The title compound was synthesized in analogy to Example 69 using 5-cyclopropyl-6-cyclopropylmethoxy-pyrazine-2-carboxylic acid (Example 10 g, 50 mg, 0.214 mmol) and 3-methoxy-1,1-dimethyl-propylamine (CAN 889765-21-3, 50 mg, 0.32 mmol) as starting materials and isolated (40 mg, 56.14%) as white solid; LC-MS (UV peak area, ESI) 99.87%, 333.8 (M+H)+. Yields the product COCCC(C)(C)NC(=O)C1=NC(=C(N=C1)C1CC1)OCC1CC1 (5-Cyclopropyl-6-cyclopropylmethoxy-pyrazine-2-carboxylic acid (3-methoxy-1,1-dimethyl-propyl)-amide). Starting materials: C1(CC1)C=1N=CC(=NC1OCC1CC1)C(=O)O (5-cyclopropyl-6-cyclopropylmethoxy-pyrazine-2-carboxylic acid), COCCC(C)(C)N (3-methoxy-1,1-dimethyl-propylamine). As a reaction SMILES: [CH:1]1([C:4]2[N:5]=[CH:6][C:7]([C:15]([OH:17])=O)=[N:8][C:9]=2[O:10][CH2:11][CH:12]2[CH2:14][CH2:13]2)[CH2:3][CH2:2]1.[CH3:18][O:19][CH2:20][CH2:21][C:22]([NH2:25])([CH3:24])[CH3:23]>>[CH3:18][O:19][CH2:20][CH2:21][C:22]([NH:25][C:15]([C:7]1[CH:6]=[N:5][C:4]([CH:1]2[CH2:2][CH2:3]2)=[C:9]([O:10][CH2:11][CH:12]2[CH2:13][CH2:14]2)[N:8]=1)=[O:17])([CH3:24])[CH3:23]. The reactants are C(C(C)(C)C)(=O)OCOC(C(C(=O)OCC1=CC=CC=C1)CC(C)C)=O (isobutylmalonic acid benzyl ester pivaloyloxymethyl ester), [H][H] (hydrogen). The reagents and catalysts are [Pd] (palladium/charcoal). Run in CN(C=O)C (dimethylformamide). Run at time 1 hour. Product: C(C(C)(C)C)(=O)OCOC(C(C(=O)O)CC(C)C)=O (isobutylmalonic acid mono-pivaloyloxymethyl ester). Yield: 82.6%. Reaction SMILES: [C:1]([O:7][CH2:8][O:9][C:10](=[O:26])[CH:11]([CH2:22][CH:23]([CH3:25])[CH3:24])[C:12]([O:14]CC1C=CC=CC=1)=[O:13])(=[O:6])[C:2]([CH3:5])([CH3:4])[CH3:3].[H][H]>CN(C)C=O.[Pd]>[C:1]([O:7][CH2:8][O:9][C:10](=[O:26])[CH:11]([CH2:22][CH:23]([CH3:24])[CH3:25])[C:12]([OH:14])=[O:13])(=[O:6])[C:2]([CH3:5])([CH3:4])[CH3:3]. Reported procedure: 34.6 grams of isobutylmalonic acid benzyl ester pivaloyloxymethyl ester were dissolved in 150 ml of dimethylformamide and hydrogenated with 3.0 g of 5% palladium/charcoal. After 1 hour, the hydrogen uptake (2160 ml) had finished. The hydrogenation mixture was filtered off from the catalyst and the filtrate evaporated in a high vacuum at room temperature. The oily residue was dissolved in a 10% aqueous sodium bicarbonate solution and extracted twice with diethyl ether. The diethyl ether extracts ...